describe an organic reaction: reactants, conditions, products, and yield From a dataset of the Open Reaction Database (ORD), a public repository of structured organic reaction records. The reactants are C(C)=NC(CCC)(CCC)CCC (N-ethylidene-1,1-di-n-propyl-n-butylamine), [OH-].[Na+] (sodium hydroxide), [BH4-].[Na+] (sodium borohydride), solution. Solvent: CO (methanol). Conditions: temperature 5 celsius. Yields the product C(C)NC(CCC)(CCC)CCC (N-Ethyl-1,1-di-n-propyl-n-butylamine). As a reaction SMILES: [CH:1](=[N:3][C:4]([CH2:11][CH2:12][CH3:13])([CH2:8][CH2:9][CH3:10])[CH2:5][CH2:6][CH3:7])[CH3:2].[BH4-].[Na+].[OH-].[Na+]>CO>[CH2:1]([NH:3][C:4]([CH2:11][CH2:12][CH3:13])([CH2:5][CH2:6][CH3:7])[CH2:8][CH2:9][CH3:10])[CH3:2] |f:1.2,3.4|. Procedure details: Into a 500-ml three-necked flask, fitted with a mechanical stirrer and a condenser, were introduced 17.6 g (0.096 mol) of N-ethylidene-1,1-di-n-propyl-n-butylamine, prepared as described hereabove, and 150 ml of methanol. To this solution when cooled, 7.6 g (0.2 mol) of sodium borohydride were added slowly and while stirring. After this operation, the mixture was maintained at a temperature of 5° C. for 30 minutes and then progressively heated under reflux. Thirty minutes later, the methanol was... Reactants: FCCBr, O=C([O-])[O-], C1CCOC1, ClCCl, CO, [K+], [K+], O=[N+]([O-])c1ccc(N2CCNCC2)cn1, CN(C)C=O, O. Product: O=[N+]([O-])c1ccc(N2CCN(CCF)CC2)cn1. RXN SMILES: [Br:16][CH2:17][CH2:18][F:19].[C:20](=[O:21])([O-:22])[O-:23].[CH2:26]1[O:27][CH2:28][CH2:29][CH2:30]1.[CH2:33]([Cl:34])[Cl:35].[CH3:31][OH:32].[K+:24].[K+:25].[N+:1](=[O:2])([O-:3])[c:4]1[cH:5][cH:6][c:7]([N:10]2[CH2:11][CH2:12][NH:13][CH2:14][CH2:15]2)[cH:8][n:9]1.[O:37]=[CH:38][N:39]([CH3:40])[CH3:41].[OH2:36]>>[N+:1](=[O:2])([O-:3])[c:4]1[cH:5][cH:6][c:7]([N:10]2[CH2:11][CH2:12][N:13]([CH2:17][CH2:18][F:19])[CH2:14][CH2:15]2)[cH:8][n:9]1. Reactants: NC1=C(C=NN1C1=C(C(=C(C=C1)Cl)Cl)Cl)C#N (5-amino-4-cyano-1-(2,3,4-trichlorophenyl)pyrazole), ClCCCC(=O)Cl (4-chlorobutyryl chloride), ClCCCC(=O)Cl (4-chlorobutyryl chloride). Solvent: C(C)#N (acetonitrile). Conditions: time 24 hour. Product: ClCCCC(=O)NC1=C(C=NN1C1=C(C(=C(C=C1)Cl)Cl)Cl)C#N (5-(4-chlorobutyramido)-4-cyano-1-(2,3,4-trichlorophenyl)pyrazole). The yield is 29.4%. As a reaction SMILES: [NH2:1][C:2]1[N:6]([C:7]2[CH:12]=[CH:11][C:10]([Cl:13])=[C:9]([Cl:14])[C:8]=2[Cl:15])[N:5]=[CH:4][C:3]=1[C:16]#[N:17].[Cl:18][CH2:19][CH2:20][CH2:21][C:22](Cl)=[O:23]>C(#N)C>[Cl:18][CH2:19][CH2:20][CH2:21][C:22]([NH:1][C:2]1[N:6]([C:7]2[CH:12]=[CH:11][C:10]([Cl:13])=[C:9]([Cl:14])[C:8]=2[Cl:15])[N:5]=[CH:4][C:3]=1[C:16]#[N:17])=[O:23]. Procedure: A mixture of 5-amino-4-cyano-1-(2,3,4-trichlorophenyl)pyrazole (12.47 g) and 4-chlorobutyryl chloride (12.3 g) in dry acetonitrile (200 ml) was stirred and gently warmed to effect dissolution. The solution was cooled to room temperature and stirred, after 48 hours a further quantity of 4-chlorobutyryl chloride (6.15 g) was added and stirring continued for 24 hours. The solution was evaporated under reduced pressure to give an oil which was chromatographed using dichloromethane-ethyl acetate (19:... Starting materials: CNCCC1=CNC2=CC=CC=C12 (N-methyl-tryptamine), C(C)OC(=O)C(CCC=O)C(=O)OCC (4,4-bis(ethoxycarbonyl)-butanal). The product is C(C)OC(=O)C(CCC1N(CCC=2C3=CC=CC=C3NC12)C)C(=O)OCC (1,2,3,4-tetrahydro-1-[3,3-bis-(ethoxycarbonyl)propyl]-2-methyl-β-carboline). Isolated yield 55.2%. RXN SMILES: [CH3:1][NH:2][CH2:3][CH2:4][C:5]1[C:13]2[C:8](=[CH:9][CH:10]=[CH:11][CH:12]=2)[NH:7][CH:6]=1.[CH2:14]([O:16][C:17]([CH:19]([C:24]([O:26][CH2:27][CH3:28])=[O:25])[CH2:20][CH2:21][CH:22]=O)=[O:18])[CH3:15]>>[CH2:14]([O:16][C:17]([CH:19]([C:24]([O:26][CH2:27][CH3:28])=[O:25])[CH2:20][CH2:21][CH:22]1[C:6]2[NH:7][C:8]3[C:13](=[CH:12][CH:11]=[CH:10][CH:9]=3)[C:5]=2[CH2:4][CH2:3][N:2]1[CH3:1])=[O:18])[CH3:15]. Procedure details: 1.78 g of N-methyl-tryptamine (i.e., 3-(2-methylaminoethyl)-indole) and 3.1 g of 4,4-bis(ethoxycarbonyl)-butanal were treated in the same manner as described in Example 21-(1). 2.1 g of 1,2,3,4-tetrahydro-1-[3,3-bis-(ethoxycarbonyl)propyl]-2-methyl-β-carboline were thereby obtained. Yield: 55.0% Reactants: [Al+3], COC(=O)C1CN(C)CCC1c1ccc(Cl)c(Cl)c1, [H-], [H-], [H-], [H-], [Li+], [Na+], C1CCOC1, [OH-], O. Product: CN1CCC(c2ccc(Cl)c(Cl)c2)C(CO)C1. Reaction SMILES: [Al+3:21].[CH3:1][N:2]1[CH2:3][CH:4]([C:16](=[O:17])[O:18][CH3:19])[CH:5]([c:8]2[cH:9][c:10]([Cl:15])[c:11]([Cl:14])[cH:12][cH:13]2)[CH2:6][CH2:7]1.[H-:20].[H-:23].[H-:24].[H-:25].[Li+:22].[Na+:28].[O:29]1[CH2:30][CH2:31][CH2:32][CH2:33]1.[OH-:27].[OH2:26]>>[CH3:1][N:2]1[CH2:3][CH:4]([CH2:16][OH:17])[CH:5]([c:8]2[cH:9][c:10]([Cl:15])[c:11]([Cl:14])[cH:12][cH:13]2)[CH2:6][CH2:7]1. Starting materials: NC1=NC=C(C#N)C(=C1)F (6-amino-4-fluoronicotinonitrile), CN1C[C@@H](CC1)O ((R)-1-methylpyrrolidin-3-ol), intermediate 47. Yields the product NC1=NC=C(C#N)C(=C1)O[C@H]1CN(CC1)C ((R)-6-amino-4-((1-methylpyrrolidin-3-yl)oxy)nicotinonitrile). RXN SMILES: [NH2:1][C:2]1[CH:9]=[C:8](F)[C:5]([C:6]#[N:7])=[CH:4][N:3]=1.[CH3:11][N:12]1[CH2:16][CH2:15][C@@H:14]([OH:17])[CH2:13]1>>[NH2:1][C:2]1[CH:9]=[C:8]([O:17][C@@H:14]2[CH2:15][CH2:16][N:12]([CH3:11])[CH2:13]2)[C:5]([C:6]#[N:7])=[CH:4][N:3]=1. Procedure details: From intermediate 21 and (R)-1-methylpyrrolidin-3-ol, reacted in an analogous manner to the preparation of intermediate 47. (UPLC-MS 3) tR 0.28 min; ESI-MS 219.2 [M+H]+.